The task is: describe an organic reaction: reactants, conditions, products, and yield. This data is from the Open Reaction Database (ORD), a public repository of structured organic reaction records. The reactants are COc1ccc2c(C#N)nc(C#N)c(-c3ccccc3)c2c1, CCO, Cl, [Na+], [OH-], O. Product: COc1ccc2c(C(=O)O)nc(C#N)c(-c3ccccc3)c2c1. Reaction SMILES: [CH3:1][O:2][c:3]1[cH:4][c:5]2[c:6](-[c:17]3[cH:18][cH:19][cH:20][cH:21][cH:22]3)[c:7]([C:15]#[N:16])[n:8][c:9]([C:13]#[N:14])[c:10]2[cH:11][cH:12]1.[CH3:27][CH2:28][OH:29].[ClH:25].[Na+:24].[OH-:23].[OH2:26]>>[CH3:1][O:2][c:3]1[cH:4][c:5]2[c:6](-[c:17]3[cH:18][cH:19][cH:20][cH:21][cH:22]3)[c:7]([C:15]#[N:16])[n:8][c:9]([C:13](=[O:23])[OH:26])[c:10]2[cH:11][cH:12]1. Starting materials: CC(=O)O[BH-](OC(C)=O)OC(C)=O, CC1CNCC(C)N1C(=O)OC(C)(C)C, O=Cc1ccc(CC(=O)N2CCC(Nc3ccc(F)cc3)CC2)cc1, [Na+], [Na+], O=C([O-])O. The product is CC1CN(Cc2ccc(CC(=O)N3CCC(Nc4ccc(F)cc4)CC3)cc2)CC(C)N1C(=O)OC(C)(C)C. RXN SMILES: [C:41]([O:42][BH-:43]([O:44][C:45](=[O:46])[CH3:47])[O:48][C:49](=[O:50])[CH3:51])(=[O:52])[CH3:53].[CH3:26][CH:27]1[N:28]([C:34](=[O:35])[O:36][C:37]([CH3:38])([CH3:39])[CH3:40])[CH:29]([CH3:33])[CH2:30][NH:31][CH2:32]1.[F:1][c:2]1[cH:3][cH:4][c:5]([NH:8][CH:9]2[CH2:10][CH2:11][N:12]([C:15]([CH2:16][c:17]3[cH:18][cH:19][c:20]([CH:21]=[O:22])[cH:23][cH:24]3)=[O:25])[CH2:13][CH2:14]2)[cH:6][cH:7]1.[Na+:54].[Na+:59].[O-:55][C:56]([OH:57])=[O:58]>>[F:1][c:2]1[cH:3][cH:4][c:5]([NH:8][CH:9]2[CH2:10][CH2:11][N:12]([C:15]([CH2:16][c:17]3[cH:18][cH:19][c:20]([CH2:21][N:31]4[CH2:30][CH:29]([CH3:33])[N:28]([C:34](=[O:35])[O:36][C:37]([CH3:38])([CH3:39])[CH3:40])[CH:27]([CH3:26])[CH2:32]4)[cH:23][cH:24]3)=[O:25])[CH2:13][CH2:14]2)[cH:6][cH:7]1.